From a dataset of the Open Reaction Database (ORD), a public repository of structured organic reaction records. describe an organic reaction: reactants, conditions, products, and yield The reactants are C(C)OC(O[C@@H]1C=C[C@@H](C1)N1C2=NC(=NC(=C2N=C1)Cl)Cl)=O (carbonic acid (1S,4R)-4-(2,6-dichloro-purin-9-yl)-cyclopent-2-enyl ester ethyl ester), ClC1=NC(=C2N=CN(C2=N1)[C@H]1[C@@H]([C@@H]([C@H](C1)N1N=C(N=N1)CC)O)O)NCC(C1=CC=CC=C1)C1=CC=CC=C1 ((1R,2S,3R,5S)-3-[2-chloro-6-(2,2-diphenyl-ethylamino)-purin-9-yl]-5-(5-ethyl-tetrazol-2-yl)-cyclopentane-1,2-diol), C(C)C1=NNN=C1 (4-ethyl-2H-[1,2,3]triazole). Product: ClC1=NC(=C2N=CN(C2=N1)C1C(C(C(C1)N1N=NC(=C1)CC)O)O)NCC(C1=CC=CC=C1)C1=CC=CC=C1 (3-[2-Chloro-6-(2,2-diphenyl-ethylamino)-purin-9-yl]-5-(4-ethyl-[1,2,3]triazol-1-yl)-cyclopentane-1,2-diol). RXN SMILES: [CH2:1](OC(=O)O[C@H]1C[C@@H](N2C=NC3C2=NC(Cl)=NC=3Cl)C=C1)C.[Cl:23][C:24]1[N:32]=[C:31]2[C:27]([N:28]=[CH:29][N:30]2[C@@H:33]2[CH2:37][C@H:36]([N:38]3[N:42]=[N:41][C:40]([CH2:43][CH3:44])=N3)[C@@H:35]([OH:45])[C@H:34]2[OH:46])=[C:26]([NH:47][CH2:48][CH:49]([C:56]2[CH:61]=[CH:60][CH:59]=[CH:58][CH:57]=2)[C:50]2[CH:55]=[CH:54][CH:53]=[CH:52][CH:51]=2)[N:25]=1.C(C1C=NNN=1)C>>[Cl:23][C:24]1[N:32]=[C:31]2[C:27]([N:28]=[CH:29][N:30]2[CH:33]2[CH2:37][CH:36]([N:38]3[CH:1]=[C:40]([CH2:43][CH3:44])[N:41]=[N:42]3)[CH:35]([OH:45])[CH:34]2[OH:46])=[C:26]([NH:47][CH2:48][CH:49]([C:56]2[CH:61]=[CH:60][CH:59]=[CH:58][CH:57]=2)[C:50]2[CH:55]=[CH:54][CH:53]=[CH:52][CH:51]=2)[N:25]=1. Reported procedure: This compound is prepared from carbonic acid (1S,4R)-4-(2,6-dichloro-purin-9-yl)-cyclopent-2-enyl ester ethyl ester (Intermediate AC) using a procedure analogous to that of (1R,2S,3R,5S)-3-[2-chloro-6-(2,2-diphenyl-ethylamino)-purin-9-yl]-5-(5-ethyl-tetrazol-2-yl)-cyclopentane-1,2-diol (Intermediate BA6) by replacing 5-ethyl-2H-tetrazole with 4-ethyl-2H-[1,2,3]triazole (first step a). MS (ES+) m/e 545.24 (MH+)